The task is: describe an organic reaction: reactants, conditions, products, and yield. This data is from the Open Reaction Database (ORD), a public repository of structured organic reaction records. The reactants are O=S(Cl)Cl (SOCl2), [Al+3].[Cl-].[Cl-].[Cl-] (AlCl3), Cl.N1(CCCCC1)CCOC1=C(C=C(C(=O)O)C=C1)Cl (4-[2-(1-piperidinyl)ethoxy]-3-chlorobenzoic acid hydrochloride), COC1=CC=C(C=C1)C1=CC2=C(S1)C=C(C=C2)OC (2-(4-methoxyphenyl)-6-methoxybenzo[b]thiophene). The reagents and catalysts are CN(C)C=O (DMF). Run in ClCCl (dichloromethane). Conditions: temperature 0 celsius, time 1.5 hour. Product: COC1=CC=C(C=C1)C1=C(C2=C(S1)C=C(C=C2)OC)C(=O)C2=CC(=C(C=C2)OCCN2CCCCC2)Cl ([2-(4-Methoxyphenyl)-6-methoxybenzo[b]thien-3-yl][4-[2-(1-piperidinyl)ethoxy]3-chlorophenyl]methanone). As a reaction SMILES: Cl.[N:2]1([CH2:8][CH2:9][O:10][C:11]2[CH:19]=[CH:18][C:14]([C:15]([OH:17])=O)=[CH:13][C:12]=2[Cl:20])[CH2:7][CH2:6][CH2:5][CH2:4][CH2:3]1.O=S(Cl)Cl.[CH3:25][O:26][C:27]1[CH:32]=[CH:31][C:30]([C:33]2[S:37][C:36]3[CH:38]=[C:39]([O:42][CH3:43])[CH:40]=[CH:41][C:35]=3[CH:34]=2)=[CH:29][CH:28]=1.[Al+3].[Cl-].[Cl-].[Cl-]>ClCCl.CN(C=O)C>[CH3:25][O:26][C:27]1[CH:32]=[CH:31][C:30]([C:33]2[S:37][C:36]3[CH:38]=[C:39]([O:42][CH3:43])[CH:40]=[CH:41][C:35]=3[C:34]=2[C:15]([C:14]2[CH:18]=[CH:19][C:11]([O:10][CH2:9][CH2:8][N:2]3[CH2:3][CH2:4][CH2:5][CH2:6][CH2:7]3)=[C:12]([Cl:20])[CH:13]=2)=[O:17])=[CH:29][CH:28]=1 |f:0.1,4.5.6.7|. Procedure details: 2.6 g(8.12 mmol) of 4-[2-(1-piperidinyl)ethoxy]-3-chlorobenzoic acid hydrochloride was dissolved in 25 mL of dichloromethane and 50 mL of SOCl2 with three drops of DMF. The reaction was reluxed for sixteen hours under a nitrogen atmosphere. The reaction mixture was evaporated to dryness, then re-dissolved in 50 mL of dichloromethane. 2.2 g (8.12 mmol) of 2-(4-methoxyphenyl)-6-methoxybenzo[b]thiophene was added to the solution and cooled to 0° C. 7.6 g (56.8 mmol) of AlCl3 was added in three port... Starting materials: saturated aqueous solution, [Cl-].[NH4+] (ammonium chloride), C(Cl)Cl (methylene chloride), NC1CCCOC2=C1C=CC=C2 (5-amino-2,3,4,5-tetrahydro-1-benzoxepine), BrCC(=O)Br (bromoacetyl bromide). Run in C(C)N(CC)CC (triethylamine). Run at time 1 hour. The product is BrCC(=O)NC1CCCOC2=C1C=CC=C2 (5-(2-bromoacetylamino)-2,3,4,5-tetrahydro-1-benzoxepine). Yield: 65.0%. Reaction SMILES: C(Cl)Cl.[NH2:4][CH:5]1[C:11]2[CH:12]=[CH:13][CH:14]=[CH:15][C:10]=2[O:9][CH2:8][CH2:7][CH2:6]1.[Br:16][CH2:17][C:18](Br)=[O:19].[Cl-].[NH4+]>C(N(CC)CC)C>[Br:16][CH2:17][C:18]([NH:4][CH:5]1[C:11]2[CH:12]=[CH:13][CH:14]=[CH:15][C:10]=2[O:9][CH2:8][CH2:7][CH2:6]1)=[O:19] |f:3.4|. Procedure: To a 5 ml methylene chloride solution of 150 mg of 5-amino-2,3,4,5-tetrahydro-1-benzoxepine (Japanese Unexamined Patent Publication (Kokai) No. 4-178381) and 0.15 ml of triethylamine was added dropwise, under ice cooling, 0.08 ml of bromoacetyl bromide. This was then stirred at room temperature for 1 hour. To the reaction was added 5 ml of a saturated aqueous solution of ammonium chloride, then extraction was performed with methylene chloride. The extract was washed with saturated saline, dried,... Procedure details: To a solution of tert-butyl(1-(4-(6-hydroxy-3-phenyl-5-((tetrahydro-2H-pyran-4-yl)amino)pyridin-2-yl)phenyl)cyclobutyl)carbamate (240 mg, 0.46 mmol) in dry THF (11 mL) was added N,N-diisopropylethylamine (0.41 mL, 2.32 mmol). 2-chloroacetyl chloride (0.19 mL, 2.32 mmol) was added dropwise at 0 C. The resulting mixture was stirred overnight at room temperature. A saturated solution of NaHCO3 (8 mL) was added and the mixture was stirred under reflux for 2 hours. After allowing to cool to room temp... Product: C(C)(C)(C)OC(NC1(CCC1)C1=CC=C(C=C1)C=1C(=CC2=C(OCC(N2C2CCOCC2)=O)N1)C1=CC=CC=C1)=O (tert-butyl(1-(4-(2-oxo-7-phenyl-1-(tetrahydro-2H-pyran-4-yl)-2,3-dihydro-1H-pyrido[2,3-b][1,4]oxazin-6-yl)phenyl)cyclobutyl)carbamate). Isolated yield 60.2%. Run at time 8 hour. Starting materials: C(C)(C)(C)OC(NC1(CCC1)C1=CC=C(C=C1)C1=NC(=C(C=C1C1=CC=CC=C1)NC1CCOCC1)O)=O (tert-butyl(1-(4-(6-hydroxy-3-phenyl-5-((tetrahydro-2H-pyran-4-yl)amino)pyridin-2-yl)phenyl)cyclobutyl)carbamate), C(C)(C)N(C(C)C)CC (N,N-diisopropylethylamine), C(=O)(O)[O-].[Na+] (NaHCO3), ClCC(=O)Cl (2-chloroacetyl chloride). Solvent: C1CCOC1 (THF). RXN SMILES: [C:1]([O:5][C:6](=[O:38])[NH:7][C:8]1([C:12]2[CH:17]=[CH:16][C:15]([C:18]3[C:23]([C:24]4[CH:29]=[CH:28][CH:27]=[CH:26][CH:25]=4)=[CH:22][C:21]([NH:30][CH:31]4[CH2:36][CH2:35][O:34][CH2:33][CH2:32]4)=[C:20]([OH:37])[N:19]=3)=[CH:14][CH:13]=2)[CH2:11][CH2:10][CH2:9]1)([CH3:4])([CH3:3])[CH3:2].C(N(CC)C(C)C)(C)C.Cl[CH2:49][C:50](Cl)=[O:51].C([O-])(O)=O.[Na+]>C1COCC1>[C:1]([O:5][C:6](=[O:38])[NH:7][C:8]1([C:12]2[CH:13]=[CH:14][C:15]([C:18]3[C:23]([C:24]4[CH:25]=[CH:26][CH:27]=[CH:28][CH:29]=4)=[CH:22][C:21]4[N:30]([CH:31]5[CH2:32][CH2:33][O:34][CH2:35][CH2:36]5)[C:50](=[O:51])[CH2:49][O:37][C:20]=4[N:19]=3)=[CH:16][CH:17]=2)[CH2:11][CH2:10][CH2:9]1)([CH3:4])([CH3:2])[CH3:3] |f:3.4|. The reactants are ClC1=C(C=CC=C1)C(C(C)C)O (1-(2-chlorophenyl)-2-methylpropan-1-ol), C=1C=C[NH+]=CC1.[O-][Cr](=O)(=O)Cl (PCC). Run in CCOCC (Et2O). Run at time 2 hour. Yields the product ClC1=C(C=CC=C1)C(C(C)C)=O (1-(2-chlorophenyl)-2-methyl-propan-1-one). Yield: 83.6%. Reaction SMILES: [Cl:1][C:2]1[CH:7]=[CH:6][CH:5]=[CH:4][C:3]=1[CH:8]([OH:12])[CH:9]([CH3:11])[CH3:10].C1C=C[NH+]=CC=1.[O-][Cr](Cl)(=O)=O>CCOCC>[Cl:1][C:2]1[CH:7]=[CH:6][CH:5]=[CH:4][C:3]=1[C:8](=[O:12])[CH:9]([CH3:10])[CH3:11] |f:1.2|. Procedure details: A solution of 1-(2-chlorophenyl)-2-methylpropan-1-ol (1.5 g in 15 mL DCM) was added is to a suspension of PCC (2.62 g in 30 mL DCM) at 25° C., monitoring the reaction by TLC. After 2 h, Et2O (120 mL) was added and the reaction mixture was stirred for 15 min. The supernatant was decanted, dried (Na2SO4) and concentrated under vacuum. Purification by flash chromatography (SiO2, 0-10% EtOAc in hexanes) gave the title compound as a clear colorless oil (1.24 g, 82%). 1H NMR (400 MHz, CDCl3) δ ppm 7.4...